This data is from the Open Reaction Database (ORD), a public repository of structured organic reaction records. The task is: describe an organic reaction: reactants, conditions, products, and yield The product is c1ccc2sc(SSN3CCOCC3)nc2c1. RXN SMILES: [C:1]([NH:2][S:6][c:7]1[s:8][c:9]2[c:10]([n:11]1)[cH:12][cH:13][cH:14][cH:15]2)([CH3:3])([CH3:4])[CH3:5].[CH2:17]1[CH2:18][O:19][CH2:20][CH2:21][NH:22]1.[CH:39]([OH:40])([CH3:41])[CH3:42].[Na+:23].[Na+:24].[O-:25][C:26](=[O:27])[O-:28].[S:16].[SH:29][c:30]1[s:31][c:32]2[cH:33][cH:34][cH:35][cH:36][c:37]2[n:38]1>>[S:6]([c:7]1[s:8][c:9]2[c:10]([n:11]1)[cH:12][cH:13][cH:14][cH:15]2)[S:29][N:22]1[CH2:17][CH2:18][O:19][CH2:20][CH2:21]1. Starting materials: CC(C)(C)NSc1nc2ccccc2s1, C1COCCN1, CC(C)O, [Na+], [Na+], O=C([O-])[O-], S, Sc1nc2ccccc2s1. Reactants: S(C)C (S(CH3)2), Cl (HCl), C(CCCC)C=1C(CCC1)=O (2-pentyl-2-cyclopenten-1-one), O1NBCC1 (oxazaborolidine), CB1OC([C@H]2N1CCC2)(C2=CC=CC=C2)C2=CC=CC=C2 ((S)-tetrahydro-1-methyl-3,3-diphenyl-1 H,3 H-pyrrolo[1,2-c][1,3,2] oxazaborole). The solvent is C(C)OCC (ethyl ether), O1CCCC1 (THF), CO (methanol), O1CCCC1 (tetrahydrofurane). Product: C(CCCC)C=1[C@@H](CCC1)O ((+)-(1 R)-2-pentyl-2-cyclopenten-1-ol). The yield is 87.5%. As a reaction SMILES: [CH2:1]([C:6]1[C:7](=[O:11])[CH2:8][CH2:9][CH:10]=1)[CH2:2][CH2:3][CH2:4][CH3:5].O1CCBN1.CB1N2CCC[C@H]2C(C2C=CC=CC=2)(C2C=CC=CC=2)O1.S(C)C.Cl>O1CCCC1.C(OCC)C.CO>[CH2:1]([C:6]1[C@H:7]([OH:11])[CH2:8][CH2:9][CH:10]=1)[CH2:2][CH2:3][CH2:4][CH3:5]. Procedure: A solution of 2-pentyl-2-cyclopenten-1-one (9.12 g, 60 mmole) in 140 ml of tetrahydrofurane (THF) was treated with an oxazaborolidine represented above, namely (S)-tetrahydro-1-methyl-3,3-diphenyl-1 H,3 H-pyrrolo[1,2-c][1,3,2] oxazaborole (16.7 ml; 0.36 M in toluene, 6.0 mmole; see D. J. Mathre, ref. cited). A solution of BH3.S(CH3)2 (3.30 ml=2.64 g, 34.8 mmole) in THF (60 ml) was added dropwise at 0° over 1 h. The reaction was stopped with 3 ml of methanol (development of H2), followed by ethyl... Reactants: IC=1C=C(C(=O)O)C=CC1C (3-iodo-4-methylbenzoic acid), C(C)(=O)OCC.CCCCCC (Ethyl Acetate Hexane). Run in C(C)O (ethanol), S(O)(O)(=O)=O (sulfuric acid). The product is IC=1C=C(C(=O)OCC)C=CC1C (Ethyl 3-Iodo-4-methylbenzoate). The yield is 95.0%. As a reaction SMILES: [I:1][C:2]1[CH:3]=[C:4]([CH:8]=[CH:9][C:10]=1[CH3:11])[C:5]([OH:7])=[O:6].[C:12](OCC)(=O)[CH3:13].CCCCCC>C(O)C.S(=O)(=O)(O)O>[I:1][C:2]1[CH:3]=[C:4]([CH:8]=[CH:9][C:10]=1[CH3:11])[C:5]([O:7][CH2:12][CH3:13])=[O:6] |f:1.2|. Procedure details: To a solution of 3-iodo-4-methylbenzoic acid (1.5 g, 5.7 mmol) in 25 ml of ethanol was dropped in 0.5 ml of concentrated sulfuric acid. The reaction was refluxed overnight. TLC (Ethyl Acetate/Hexane 1:10) indicated the completion of the esterification. The extra ethanol was evaporated and the residue was dissolved in 30 ml of dichloromethane, which was washed with water (10 ml) and brine (10 ml), dried, and evaporated to a thick oil. A white solid was obtained after drying under vacuo (1.56 g. i...